Dataset: the Open Reaction Database (ORD), a public repository of structured organic reaction records. Task: describe an organic reaction: reactants, conditions, products, and yield Starting materials: resultant solution, C1(=CC=CC=C1)CCCCCCC(=O)Cl (7-phenylheptanoyl chloride), C(C#C)O (propargyl alcohol), N1=CC=CC=C1 (pyridine), Cl (hydrochloric acid). Solvent: C1(=CC=CC=C1)C (toluene). Product: C1(=CC=CC=C1)CCCCCCC(=O)OCC#C (propargyl 7-phenylheptanoate). The yield is 81.0%. As a reaction SMILES: [C:1]1([CH2:7][CH2:8][CH2:9][CH2:10][CH2:11][CH2:12][C:13](Cl)=[O:14])[CH:6]=[CH:5][CH:4]=[CH:3][CH:2]=1.C([OH:19])C#C.N1C=C[CH:23]=[CH:22][CH:21]=1.Cl>C1(C)C=CC=CC=1>[C:1]1([CH2:7][CH2:8][CH2:9][CH2:10][CH2:11][CH2:12][C:13]([O:14][CH2:21][C:22]#[CH:23])=[O:19])[CH:6]=[CH:5][CH:4]=[CH:3][CH:2]=1. Reported procedure: 544 Milligrams of 7-phenylheptanoyl chloride was added by drops to a mixture of 135 mg of propargyl alcohol, 191 mg of pyridine and 20 ml of dry toluene with stirring and ice-cooling. After dropwise addition, the resultant solution was stirred for additional 12 hours at room temperature. The thus stirred solution was poured into a dilute hydrochloric acid cooled with ice. The toluene layer was separated from the resulting mixture. The aqueous layer was extracted once with toluene. These toluene ... The reactants are COc1cc(C(N)=O)c(O)c(OC)c1OC, COC(=O)c1cc(OC)c(OC)c(OC)c1O, [NH4+], [OH-]. The product is COc1cc(C(N)=O)c(O)c(OC)c1OC, COc1cc(C(=O)O)c(O)c(OC)c1OC. As a reaction SMILES: [CH3:18][O:19][c:20]1[c:21]([OH:33])[c:22]([C:23](=[O:24])[NH2:25])[cH:26][c:27]([O:31][CH3:32])[c:28]1[O:29][CH3:30].[CH3:1][O:2][c:3]1[c:4]([OH:17])[c:5]([C:6](=[O:7])[O:8][CH3:9])[cH:10][c:11]([O:15][CH3:16])[c:12]1[O:13][CH3:14].[NH4+:34].[OH-:35]>>[CH3:18][O:19][c:20]1[c:21]([OH:33])[c:22]([C:23](=[O:24])[NH2:25])[cH:26][c:27]([O:31][CH3:32])[c:28]1[O:29][CH3:30].[CH3:1][O:2][c:3]1[c:4]([OH:17])[c:5]([C:6](=[O:7])[OH:8])[cH:10][c:11]([O:15][CH3:16])[c:12]1[O:13][CH3:14]. The reactants are C1(=CC=CC2=CC=CC=C12)C(=O)N1CC(C(C1)C(C)O)CN1CCC(CC1)C1=CC=C(C=C1)F (1-(1-Naphthoyl)-3-(RS)-(4-(4-fluorophenyl)piperidinylmethyl)-4-(SR)-(1-hydroxyethyl)pyrrolidine), C(C)(=O)OC(C)=O (acetic anhydride), N1=CC=CC=C1 (pyridine). Reagents/catalysts: CN(C)C=1C=CN=CC1 (DMAP). Solvent: C1CCOC1 (THF). The product is C1(=CC=CC2=CC=CC=C12)C(=O)N1CC(C(C1)C(C)OC(C)=O)CN1CCC(CC1)C1=CC=C(C=C1)F (1-(1-Naphthoyl)-3-(RS)-(4-(4-fluorophenyl)piperidinylmethyl)-4-(SR)-(1-acetoxyethyl)pyrrolidine). As a reaction SMILES: [C:1]1([C:11]([N:13]2[CH2:17][CH:16]([CH:18]([OH:20])[CH3:19])[CH:15]([CH2:21][N:22]3[CH2:27][CH2:26][CH:25]([C:28]4[CH:33]=[CH:32][C:31]([F:34])=[CH:30][CH:29]=4)[CH2:24][CH2:23]3)[CH2:14]2)=[O:12])[C:10]2[C:5](=[CH:6][CH:7]=[CH:8][CH:9]=2)[CH:4]=[CH:3][CH:2]=1.[C:35](OC(=O)C)(=[O:37])[CH3:36].N1C=CC=CC=1>CN(C1C=CN=CC=1)C.C1COCC1>[C:1]1([C:11]([N:13]2[CH2:17][CH:16]([CH:18]([O:20][C:35](=[O:37])[CH3:36])[CH3:19])[CH:15]([CH2:21][N:22]3[CH2:27][CH2:26][CH:25]([C:28]4[CH:29]=[CH:30][C:31]([F:34])=[CH:32][CH:33]=4)[CH2:24][CH2:23]3)[CH2:14]2)=[O:12])[C:10]2[C:5](=[CH:6][CH:7]=[CH:8][CH:9]=2)[CH:4]=[CH:3][CH:2]=1. Procedure: A solution of 0.026 g (0.057 mmol) of 1-(1-naphthoyl)-3-(RS)-(4-(4-fluorophenyl)piperidinylmethyl)-4-(SR)-(1-hydroxyethyl)pyrrolidine (diastereomer 2, Example 18), 0.027 mL (0.28 mmol) of acetic anhydride, 0.046 mL of pyridine and 3.4 mg of DMAP in 2 mL of THF was stirred at rt for 18 h. The reaction mixture was concentrated and purified by chromatography (silica, hexanes:ethylacetate:(2N NH3 in MeOH), 15:15:1) to give the title compound as white solid. 1H NMR (CDCl3) δ (key peaks) 7.89-7.90 (m,... Reactants: NC=1C=C(OC2=C3C(=NC=C2)NC(N3)=O)C=CC1 (7-(3-aminophenoxy)-1H-imidazo[4,5-b]pyridin-2(3H)-one), CN1N=C(C=C1C(=O)Cl)C (1,3-dimethyl-1H-pyrazole-5-carbonyl chloride). The product is CN1N=C(C=C1C(=O)NC1=CC(=CC=C1)OC1=C2C(=NC=C1)NC(N2)=O)C (1,3-Dimethyl-N-(3-(2-oxo-2,3-dihydro-1H-imidazo[4,5-b]pyridin-7-yloxy)phenyl)-1H-pyrazole-5-carboxamide). Yield: 26.0%. Reaction SMILES: [NH2:1][C:2]1[CH:3]=[C:4]([CH:16]=[CH:17][CH:18]=1)[O:5][C:6]1[CH:11]=[CH:10][N:9]=[C:8]2[NH:12][C:13](=[O:15])[NH:14][C:7]=12.[CH3:19][N:20]1[C:24]([C:25](Cl)=[O:26])=[CH:23][C:22]([CH3:28])=[N:21]1>>[CH3:19][N:20]1[C:24]([C:25]([NH:1][C:2]2[CH:18]=[CH:17][CH:16]=[C:4]([O:5][C:6]3[CH:11]=[CH:10][N:9]=[C:8]4[NH:12][C:13](=[O:15])[NH:14][C:7]=34)[CH:3]=2)=[O:26])=[CH:23][C:22]([CH3:28])=[N:21]1. Procedure: Method H was used with 7-(3-aminophenoxy)-1H-imidazo[4,5-b]pyridin-2(3H)-one and 1,3-dimethyl-1H-pyrazole-5-carbonyl chloride to afford the title compound (20 mg, 26%). 1H-NMR (δ, ppm, DMSO-d6): 2.19 (s, 3H, Mepyrrazole,3), 3.98 (s, 3H, Mepyrrazole,1), 6.48 (d, 1H, HPy,5, J=6.0 Hz), 6.81 (s, 1H, Hpyrrazole), 6.91 (d, 1H, Harom, J=8.0 Hz), 7.41 (t, 1H, Harom, J=8.0 Hz), 7.56 (s, 1H, Harom), 7.61 (d, 1H, Harom, J=8.0 Hz), 7.80 (d, 1H, HPy,6, J=6.0 Hz), 10.19 (s, 1H, NHamide), 11.19 (s, 1H, NHPy3),... The reactants are ClC(C(=O)C1=CN=C2N1C(=CC=C2)CN(CCCCNC(C(F)(F)F)=O)C(=O)OC(C)(C)C)(Cl)Cl (3-trichloro acetyl-5-[N-tert-butoxycarbonyl-N-(4-trifluoroacetamidobutan-1-yl)aminomethyl]imidazo[1,2-a]pyridine), Cl (HCl). Run in C(C)O (ethanol). Reaction conditions: time 1 hour. The product is FC(C(=O)NCCCCN1C(C2=CN=C3C=CC=C(C1)N32)=O)(F)F (4,5-dihydro-4-(4-trifluoroacetamido butan-1-yl)-3H-1,4,8b-triazaacenaphthylen-3-one). The yield is 79.8%. Reaction SMILES: ClC(Cl)(Cl)C([C:5]1[N:9]2[C:10]([CH2:14][N:15]([C:27](OC(C)(C)C)=[O:28])[CH2:16][CH2:17][CH2:18][CH2:19][NH:20][C:21](=[O:26])[C:22]([F:25])([F:24])[F:23])=[CH:11][CH:12]=[CH:13][C:8]2=[N:7][CH:6]=1)=O.Cl>C(O)C>[F:24][C:22]([F:25])([F:23])[C:21]([NH:20][CH2:19][CH2:18][CH2:17][CH2:16][N:15]1[CH2:14][C:10]2[N:9]3[C:5](=[CH:6][N:7]=[C:8]3[CH:13]=[CH:12][CH:11]=2)[C:27]1=[O:28])=[O:26]. Procedure details: To a solution of 2.60 g (4.64 mmol) of 3-trichloro acetyl-5-[N-tert-butoxycarbonyl-N-(4-trifluoroacetamidobutan-1-yl)aminomethyl]imidazo[1,2-a]pyridine in 20 ml of ethanol was added 1.90 ml (23.22 mmol) of 12N HCl. The mixture was stirred for one hour at room temperature. The solvent and excess volume of hydrochloric acid were distilled off under reduced pressure. The residue was dissolved in a mixture of 20 ml of purified water and 20 ml of ethanol. To this solution was added a 2N aqueous solut...